From a dataset of the Open Reaction Database (ORD), a public repository of structured organic reaction records. describe an organic reaction: reactants, conditions, products, and yield Reactants: FC1=CC=C(C=C1)S(=O)(=O)N (4-Fluorobenzenesulfonamide), N1CCOCC1 (morpholine). The solvent is C(Cl)Cl (Methylene chloride). Yields the product N1(CCOCC1)C1=CC=C(C=C1)S(=O)(=O)N (4-(4-morpholinyl)benzenesulfonamide). Yield: 73.5%. As a reaction SMILES: F[C:2]1[CH:7]=[CH:6][C:5]([S:8]([NH2:11])(=[O:10])=[O:9])=[CH:4][CH:3]=1.[NH:12]1[CH2:17][CH2:16][O:15][CH2:14][CH2:13]1>C(Cl)Cl>[N:12]1([C:2]2[CH:7]=[CH:6][C:5]([S:8]([NH2:11])(=[O:10])=[O:9])=[CH:4][CH:3]=2)[CH2:17][CH2:16][O:15][CH2:14][CH2:13]1. Reported procedure: 4-Fluorobenzenesulfonamide (5.50 g, 31.4 mmoles) was dissolved in 100 ml of morpholine (99.6 g, 1.14 moles) and was refluxed for 3 days. The solvent was removed by evaporation, yielding an orange oil. Methylene chloride (100 ml) was added, causing the oil to solidify. The solid was collected by filtration, then heated in 100 ml of ethanol. After cooling, the solid was collected by filtration, yielding 5.59 g (73%) of 4-(4-morpholinyl)benzenesulfonamide as a white solid. Starting materials: CCCC[N+](CCCC)(CCCC)CCCC.[F-] (TBAF), CCCC[N+](CCCC)(CCCC)CCCC.[F-] (TBAF), C1(=CC=CC=C1)S(=O)(=O)N1C=C(C2=CC=C(C=C12)[N+](=O)[O-])C1=CC=C(C#N)C=C1 (4-(1-benzenesulfonyl-6-nitro-1H-indol-3-yl)-benzonitrile), C([O-])(O)=O.[Na+] (sodium bicarbonate). The solvent is C1CCOC1 (THF), CC(=O)C (acetone), C1CCOC1 (THF), C1CCOC1 (THF), hexanes. Conditions: time 8 hour. The product is [N+](=O)([O-])C1=CC=C2C(=CNC2=C1)C1=CC=C(C#N)C=C1 (4-(6-nitro-1H-indol-3-yl)-benzonitrile). Reaction SMILES: CCCC[N+](CCCC)(CCCC)CCCC.[F-].C1(S([N:28]2[C:36]3[C:31](=[CH:32][CH:33]=[C:34]([N+:37]([O-:39])=[O:38])[CH:35]=3)[C:30]([C:40]3[CH:47]=[CH:46][C:43]([C:44]#[N:45])=[CH:42][CH:41]=3)=[CH:29]2)(=O)=O)C=CC=CC=1.C(=O)(O)[O-].[Na+]>C1COCC1.CC(C)=O>[N+:37]([C:34]1[CH:35]=[C:36]2[C:31]([C:30]([C:40]3[CH:41]=[CH:42][C:43]([C:44]#[N:45])=[CH:46][CH:47]=3)=[CH:29][NH:28]2)=[CH:32][CH:33]=1)([O-:39])=[O:38] |f:0.1,3.4|. Procedure: Add 100 mL of 1 M TBAF in THF to a slurry of 4-(1-benzenesulfonyl-6-nitro-1H-indol-3-yl)-benzonitrile 8 (14.3 g, 35 mmol) in 50 mL of THF. Monitor the reaction by TLC. If starting material remains add more 1 M TBAF in THF until the reaction is complete. Pour reaction mixture into 200 mL of saturated aqueous sodium bicarbonate and then extract the resulting solution 3× with EtOAc. Combine the organic extracts and wash the extracts with saturated aqueous bicarbonate, water (2×), brine. Dry the res... The reactants are C1CCCCC1, CO, COC(=O)OC, CN1C2CCC1CC(=O)C2, [Cl-], [H-], [H][H], [NH4+], [Na+], O. The product is COC(=O)C1C(=O)CC2CCC1N2C. As a reaction SMILES: [CH2:23]1[CH2:24][CH2:25][CH2:26][CH2:27][CH2:28]1.[CH3:30][OH:31].[CH3:3][O:4][C:5]([O:6][CH3:7])=[O:8].[CH:9]12[CH2:10][C:11](=[O:18])[CH2:12][CH:13]([CH2:14][CH2:15]1)[N:16]2[CH3:17].[Cl-:21].[H-:1].[H:19][H:20].[NH4+:22].[Na+:2].[OH2:29]>>[C:5]([O:6][CH3:7])(=[O:8])[CH:12]1[C:11](=[O:18])[CH2:10][CH:9]2[CH2:15][CH2:14][CH:13]1[N:16]2[CH3:17]. Starting materials: C, CNC, CO, O=C1CN(C(c2ccccc2)c2ccccc2)C1, [Pd]. The product is CN(C)C1CN(C(c2ccccc2)c2ccccc2)C1. Reaction SMILES: [C:24].[CH3:19][NH:20][CH3:21].[CH3:22][OH:23].[CH:1]([c:2]1[cH:3][cH:4][cH:5][cH:6][cH:7]1)([c:8]1[cH:9][cH:10][cH:11][cH:12][cH:13]1)[N:14]1[CH2:15][C:16](=[O:18])[CH2:17]1.[Pd:25]>>[CH:1]([c:2]1[cH:3][cH:4][cH:5][cH:6][cH:7]1)([c:8]1[cH:9][cH:10][cH:11][cH:12][cH:13]1)[N:14]1[CH2:15][CH:16]([N:20]([CH3:19])[CH3:21])[CH2:17]1. Reactants: C1(=CC=CC=C1)N1C(NC(=C1C1=CC=CC=C1)C1=CC=CC=C1)=O (1,4,5-Triphenylimidazol-2-one), BrCCCCCCC#N (7-bromo-heptanonitrile), C([O-])([O-])=O.[K+].[K+] (potassium carbonate). The solvent is CC(CC)=O (butanone). The product is C1(=CC=CC=C1)N1C(N(C(=C1C1=CC=CC=C1)C1=CC=CC=C1)CCCCCCC#N)=O (7-(3,4,5-triphenyl-2-oxo-2,3-dihydroimidazol-1-yl)heptanonitrile). As a reaction SMILES: [C:1]1([N:7]2[C:11]([C:12]3[CH:17]=[CH:16][CH:15]=[CH:14][CH:13]=3)=[C:10]([C:18]3[CH:23]=[CH:22][CH:21]=[CH:20][CH:19]=3)[NH:9][C:8]2=[O:24])[CH:6]=[CH:5][CH:4]=[CH:3][CH:2]=1.Br[CH2:26][CH2:27][CH2:28][CH2:29][CH2:30][CH2:31][C:32]#[N:33].C(=O)([O-])[O-].[K+].[K+]>CC(=O)CC>[C:1]1([N:7]2[C:11]([C:12]3[CH:17]=[CH:16][CH:15]=[CH:14][CH:13]=3)=[C:10]([C:18]3[CH:23]=[CH:22][CH:21]=[CH:20][CH:19]=3)[N:9]([CH2:26][CH2:27][CH2:28][CH2:29][CH2:30][CH2:31][C:32]#[N:33])[C:8]2=[O:24])[CH:6]=[CH:5][CH:4]=[CH:3][CH:2]=1 |f:2.3.4|. Procedure: 1,4,5-Triphenylimidazol-2-one was treated with 7-bromo-heptanonitrile and potassium carbonate in butanone to give after chromatographic work-up 7-(3,4,5-triphenyl-2-oxo-2,3-dihydroimidazol-1-yl)heptanonitrile, m.p. 100°-101° C., Found: C, 79.7; H, 6.6; N, 9.8%; C28H27N3O requires: C, 79.9; H, 6.4; N, 10.0%; and The reactants are FCBr (Fluorobromomethane), O (water), C(#N)C(C(=O)N)=NO (2-Cyano-2-hydroxyiminoacetamide), C([O-])([O-])=O.[K+].[K+] (potassium carbonate). The yield is 49.7%. Run in CN(C=O)C (dimethylformamide), CS(=O)C (dimethyl sulfoxide). Procedure: 2-Cyano-2-hydroxyiminoacetamide (22.6 g) was dissolved in dimethyl sulfoxide (100 ml), and then potassium carbonate (55.2 g) was added thereto with stirring at room temperature, and the solution was further stirred for additional 20 minutes. Fluorobromomethane (27 g) dissolved in dimethylformamide (20 ml) was then added to the solution, and the solution was stirred for 20 hours at room temperature and then allowed to cool. The reaction solution was added to iced water (1 liter), and extracted tw... As a reaction SMILES: [C:1]([C:3](=[N:7][OH:8])[C:4]([NH2:6])=[O:5])#[N:2].C(=O)([O-])[O-].[K+].[K+].[F:15][CH2:16]Br.O>CS(C)=O.CN(C)C=O>[C:1]([C:3](=[N:7][O:8][CH2:16][F:15])[C:4]([NH2:6])=[O:5])#[N:2] |f:1.2.3|. Yields the product C(#N)C(C(=O)N)=NOCF (2-Cyano-2-fluoromethoxyiminoacetamide). Starting materials: C(#N)CC(=O)O (cyanoacetic acid), P(O)(O)O (phosphorous acid). The solvent is CC(=O)C (acetone). Run at temperature 165 celsius. Yields the product NC(CC(=O)O)(P(=O)(O)O)P(=O)(O)O (1-amino-1,1-diphosphono-2-carboxy ethane). RXN SMILES: [C:1]([CH2:3][C:4]([OH:6])=[O:5])#[N:2].[P:7]([OH:10])([OH:9])[OH:8]>CC(C)=O>[NH2:2][C:1]([P:7]([OH:10])([OH:9])=[O:8])([P:7]([OH:10])([OH:9])=[O:8])[CH2:3][C:4]([OH:6])=[O:5]. Reported procedure: A mixture of cyanoacetic acid (4.3 g, 0.5 mole), phosphorous acid (8.2 g, 0.1 mole), ISOPAR-M (20 g), and the wetting agents (0.25 g each) was heated at 165° C for 2 hours. The product was worked up with acetone to get yellow crystals of 1-amino-1,1-diphosphono-2-carboxy ethane, m.p. 255° C (decomposition), 55%, associated with traces of impurities. Reactants: C(C)OC(=O)C=1C(=C2C(=CN1)N(C(=C2Br)Br)CC2=CC=C(C=C2)F)O (2,3-dibromo-1-(4-fluoro-benzyl)-4-hydroxy-1H-pyrrolo[2,3-c]pyridine-5-carboxylic acid ethyl ester), C(C)(=O)OC(C)=O (acetic anhydride). The solvent is C(C)N(CC)CC (triethyl amine). The product is C(C)OC(=O)C=1C(=C2C(=CN1)N(C(=C2Br)Br)CC2=CC=C(C=C2)F)OC(C)=O (4-Acetoxy-2,3-dibromo-1-(4-fluoro-benzyl)-1H-pyrrolo[2,3-c]pyridine-5-carboxylic acid ethyl ester). As a reaction SMILES: [CH2:1]([O:3][C:4]([C:6]1[C:7]([OH:25])=[C:8]2[C:14]([Br:15])=[C:13]([Br:16])[N:12]([CH2:17][C:18]3[CH:23]=[CH:22][C:21]([F:24])=[CH:20][CH:19]=3)[C:9]2=[CH:10][N:11]=1)=[O:5])[CH3:2].[C:26](OC(=O)C)(=[O:28])[CH3:27]>C(N(CC)CC)C>[CH2:1]([O:3][C:4]([C:6]1[C:7]([O:25][C:26](=[O:28])[CH3:27])=[C:8]2[C:14]([Br:15])=[C:13]([Br:16])[N:12]([CH2:17][C:18]3[CH:23]=[CH:22][C:21]([F:24])=[CH:20][CH:19]=3)[C:9]2=[CH:10][N:11]=1)=[O:5])[CH3:2]. Reported procedure: Prepared in analogy to that of Example 120(a) from 2,3-dibromo-1-(4-fluoro-benzyl)-4-hydroxy-1H-pyrrolo[2,3-c]pyridine-5-carboxylic acid ethyl ester, acetic anhydride, and triethyl amine. The title compound, ESI MS (m/z): 513 (M+H)+.